From a dataset of the Open Reaction Database (ORD), a public repository of structured organic reaction records. describe an organic reaction: reactants, conditions, products, and yield Reactants: ClC1=CC=C2C(=CNC2=C1)C(=O)N1CCC2(CC1)OC(C1=C2C=CC=C1)=O (1′-[(6-chloro-1H-indol-3-yl)carbonyl]-3H-spiro[2-benzofuran-1,4′-piperidin]-3-one), BrCCC1CCOCC1 (4-(2-bromo-ethyl)-tetrahydro-pyran). Product: ClC1=CC=C2C(=CN(C2=C1)CCC1CCOCC1)C(=O)N1CCC2(CC1)OC(C1=C2C=CC=C1)=O (1′-({6-Chloro-1-[2-(tetrahydro-2H-pyran-4-yl)ethyl]-1H-indol-3-yl}carbonyl)-3H-spiro[2-benzofuran-1,4′-piperidin]-3-one). As a reaction SMILES: [Cl:1][C:2]1[CH:10]=[C:9]2[C:5]([C:6]([C:11]([N:13]3[CH2:18][CH2:17][C:16]4([C:22]5[CH:23]=[CH:24][CH:25]=[CH:26][C:21]=5[C:20](=[O:27])[O:19]4)[CH2:15][CH2:14]3)=[O:12])=[CH:7][NH:8]2)=[CH:4][CH:3]=1.Br[CH2:29][CH2:30][CH:31]1[CH2:36][CH2:35][O:34][CH2:33][CH2:32]1>>[Cl:1][C:2]1[CH:10]=[C:9]2[C:5]([C:6]([C:11]([N:13]3[CH2:18][CH2:17][C:16]4([C:22]5[CH:23]=[CH:24][CH:25]=[CH:26][C:21]=5[C:20](=[O:27])[O:19]4)[CH2:15][CH2:14]3)=[O:12])=[CH:7][N:8]2[CH2:29][CH2:30][CH:31]2[CH2:36][CH2:35][O:34][CH2:33][CH2:32]2)=[CH:4][CH:3]=1. Reported procedure: Following the general procedure III as described above, the alkylation of 1′-[(6-chloro-1H-indol-3-yl)carbonyl]-3H-spiro[2-benzofuran-1,4′-piperidin]-3-one (prepared according to example 16) with 4-(2-bromo-ethyl)-tetrahydro-pyran (described in US 2004220214) gave the title compound. ES-MS m/e (%): 493.2 (M+H+). Reactants: ClC1=NOC(C1)C(C(=O)O)N1C(C=2C(C1=O)=CC=CC2)=O (3-chloro-4,5-dihydro-α-phthalimido-5-isoxazole acetic acid), O.NN (hydrazine hydrate), C(C)(=O)O (acetic acid). The solvent is O (water). Conditions: time 7 hour. Yields the product N[C@H](C(=O)O)[C@@H]1CC(=NO1)Cl ((αS,5S)-α-amino-3-chloro-4,5-dihydro-5-isoxazole acetic acid). The yield is 58.4%. As a reaction SMILES: [Cl:1][C:2]1[CH2:6][CH:5]([CH:7]([N:11]2C(=O)C3=CC=CC=C3C2=O)[C:8]([OH:10])=[O:9])[O:4][N:3]=1.O.NN.C(O)(=O)C>O>[NH2:11][C@@H:7]([C@H:5]1[O:4][N:3]=[C:2]([Cl:1])[CH2:6]1)[C:8]([OH:10])=[O:9] |f:1.2|. Reported procedure: To 710 mg (2.3 mmole) of 3-chloro-4,5-dihydro-α-phthalimido-5-isoxazole acetic acid in 15 ml of water is added 260 μl of hydrazine hydrate and the solution stirred at 50° for 7 hours. After cooling, the solution is adjusted to pH 5.5 with acetic acid (80 μl), filtered, and the precipitate washed with 13 ml water. The filtrate is diluted with 200 ml of 2-butanol and allowed to crystallized in the refrigerator for 18 hours. Filtration yielded 240 mg of (αS,5S)-α-amino-3-chloro-4,5-dihydro-5-isoxaz... Procedure: 4,4-Dimethylcyclohexanecarbaldehyde oxime (I-9C) was prepared by reaction of 4,4-dimethylcyclohexanecarbaldehyde and hydroxylamine hydrochloride by following the same protocol as described for I-6C. MS m/z 156.1 (M+1). Yields the product CC1(CCC(CC1)C=NO)C (4,4-Dimethylcyclohexanecarbaldehyde oxime). RXN SMILES: [CH3:1][C:2]1([CH3:10])[CH2:7][CH2:6][CH:5]([CH:8]=O)[CH2:4][CH2:3]1.Cl.[NH2:12][OH:13]>>[CH3:1][C:2]1([CH3:10])[CH2:7][CH2:6][CH:5]([CH:8]=[N:12][OH:13])[CH2:4][CH2:3]1 |f:1.2|. Reactants: CC1(CCC(CC1)C=O)C (4,4-dimethylcyclohexanecarbaldehyde), Cl.NO (hydroxylamine hydrochloride). Starting materials: ClC(Cl)(OC(OC(Cl)(Cl)Cl)=O)Cl (triphosgene), COC=1C=C2C(=CC=NC2=CC1OC)OC1=CC(=C(N)C=C1)F (4-[(6,7-Dimethoxy-4-quinolyl)oxy]-2-fluoroaniline), C(C(C)C)N (isobutylamine). Solvent: C(C)N(CC)CC (triethylamine), ClCCl (dichloromethane), C(Cl)(Cl)Cl (chloroform). Product: COC=1C=C2C(=CC=NC2=CC1OC)OC1=CC(=C(C=C1)NC(=O)NCC(C)C)F (N-{4-[(6,7-Dimethoxy-4-quinolyl)oxy]-2-fluorophenyl}-N′-isobutylurea). As a reaction SMILES: [CH3:1][O:2][C:3]1[CH:4]=[C:5]2[C:10](=[CH:11][C:12]=1[O:13][CH3:14])[N:9]=[CH:8][CH:7]=[C:6]2[O:15][C:16]1[CH:22]=[CH:21][C:19]([NH2:20])=[C:18]([F:23])[CH:17]=1.ClC(Cl)(O[C:28](=[O:34])OC(Cl)(Cl)Cl)Cl.[CH2:36]([NH2:40])[CH:37]([CH3:39])[CH3:38]>C(Cl)(Cl)Cl.C(N(CC)CC)C.ClCCl>[CH3:1][O:2][C:3]1[CH:4]=[C:5]2[C:10](=[CH:11][C:12]=1[O:13][CH3:14])[N:9]=[CH:8][CH:7]=[C:6]2[O:15][C:16]1[CH:22]=[CH:21][C:19]([NH:20][C:28]([NH:40][CH2:36][CH:37]([CH3:39])[CH3:38])=[O:34])=[C:18]([F:23])[CH:17]=1. Reported procedure: 4-[(6,7-Dimethoxy-4-quinolyl)oxy]-2-fluoroaniline (100 mg) was dissolved in chloroform (5 ml) and triethylamine (1 ml), and a solution of triphosgene (104 mg) in dichloromethane was then added to the solution. The mixture was heated under reflux for 5 min. Next, isobutylamine (50 μl) was added to the reaction solution, and the mixture was heated under reflux for 10 min. The reaction solution was purified by chromatography on silica gel by development with chloroform/acetone (4/1). Thus, the titl...